Dataset: the Open Reaction Database (ORD), a public repository of structured organic reaction records. Task: describe an organic reaction: reactants, conditions, products, and yield Reactants: BrC1=CC(=C(C#N)C=C1)F (4-bromo-2-fluorobenzonitrile), C([O-])([O-])=O.[Cs+].[Cs+] (caesium carbonate), CC1(C2=CC=CC(=C2OC=2C(=CC=CC12)P(C1=CC=CC=C1)C1=CC=CC=C1)P(C1=CC=CC=C1)C1=CC=CC=C1)C ((9,9-dimethyl-9H-xanthene-4,5-diyl)bis(diphenylphosphane)), CC(C)(C)OC(NC1=NC=C(C=C1)C1=CC=CC=2NC3=CC=CC=C3C12)=O (2-methylpropan-2-yl[5-(9H-carbazol-4-yl)pyridin-2-yl]carbamate). Reagents/catalysts: C(C)(=O)[O-].[Pd+2].C(C)(=O)[O-] (palladium acetate). The solvent is O1CCOCC1 (dioxane), C(C)(C)OC(C)C (diisopropyl ether). Product: C(#N)C1=C(C=C(C=C1)N1C2=CC=CC=C2C=2C(=CC=CC12)C=1C=CC(=NC1)NC(OC(C)(C)C)=O)F (2-methylpropan-2-yl {5-[9-(4-cyano-3-fluorophenyl)-9H-carbazol-4-yl]pyridin-2-yl}carbamate). Isolated yield 31.8%. RXN SMILES: Br[C:2]1[CH:9]=[CH:8][C:5]([C:6]#[N:7])=[C:4]([F:10])[CH:3]=1.C(=O)([O-])[O-].[Cs+].[Cs+].CC1(C)C2C=CC=C(P(C3C=CC=CC=3)C3C=CC=CC=3)C=2OC2C1=CC=CC=2P(C1C=CC=CC=1)C1C=CC=CC=1.[CH3:59][C:60]([O:63][C:64](=[O:85])[NH:65][C:66]1[CH:71]=[CH:70][C:69]([C:72]2[C:84]3[C:83]4[C:78](=[CH:79][CH:80]=[CH:81][CH:82]=4)[NH:77][C:76]=3[CH:75]=[CH:74][CH:73]=2)=[CH:68][N:67]=1)([CH3:62])[CH3:61]>O1CCOCC1.C(OC(C)C)(C)C.C([O-])(=O)C.[Pd+2].C([O-])(=O)C>[C:6]([C:5]1[CH:8]=[CH:9][C:2]([N:77]2[C:76]3[CH:75]=[CH:74][CH:73]=[C:72]([C:69]4[CH:70]=[CH:71][C:66]([NH:65][C:64](=[O:85])[O:63][C:60]([CH3:61])([CH3:59])[CH3:62])=[N:67][CH:68]=4)[C:84]=3[C:83]3[C:78]2=[CH:79][CH:80]=[CH:81][CH:82]=3)=[CH:3][C:4]=1[F:10])#[N:7] |f:1.2.3,8.9.10|. Reported procedure: 0.217 g of 4-bromo-2-fluorobenzonitrile, 0.9 g of caesium carbonate, 0.05 g of (9,9-dimethyl-9H-xanthene-4,5-diyl)bis(diphenylphosphane) and 0.016 g of palladium acetate are successively added, under argon, to a solution of 0.26 g of 2-methylpropan-2-yl[5-(9H-carbazol-4-yl)pyridin-2-yl]carbamate in 15 ml of dioxane. The reaction mixture is refluxed for 5 hours, cooled to ambient temperature and filtered through celite. The filtrate is concentrated under reduced pressure so as to give a brown oil... Reactants: NC1=C(C=C(C=C1)SC#N)[N+](=O)[O-] (1-amino-2-nitro-4-thiocyanatobenzene), BrCCCBr (1,3-dibromopropane), CN(C=O)C (dimethylformamide), [BH4-].[Na+] (sodium borohydride). The solvent is O (water). Reaction conditions: time 1 hour. The product is NC1=C(C=C(C=C1)SCCCBr)[N+](=O)[O-] (1-amino-2-nitro-4-(3-bromopropylthio)benzene). RXN SMILES: [NH2:1][C:2]1[CH:7]=[CH:6][C:5]([S:8][C:9]#N)=[CH:4][C:3]=1[N+:11]([O-:13])=[O:12].CN(C)C=O.[BH4-].[Na+].[Br:21][CH2:22][CH2:23]CBr>O>[NH2:1][C:2]1[CH:7]=[CH:6][C:5]([S:8][CH2:9][CH2:23][CH2:22][Br:21])=[CH:4][C:3]=1[N+:11]([O-:13])=[O:12] |f:2.3|. Procedure details: 5.85 G. of 1-amino-2-nitro-4-thiocyanatobenzene in 20 ml. dimethylformamide is treated under nitrogen with 1.14 g. sodium borohydride at not greater than 30°. The mixture is stirred for one hour at 15°-20°, then treated with 12 g. of 1,3-dibromopropane at 20°-25°. After a further 3 hours, water is added and the crude product extracted with chloroform. The dried chloroform solution is passed through a column of silica gel to remove polar material. Pure 1-amino-2-nitro-4-(3-bromopropylthio)benzene... Reactants: O1C(COC2=C3C=C(NC3=CC=C2)C(=O)N)C1 (4-(2,3-epoxypropoxy)-1H-indole-2-carboxamide), FC(OC1=CC=C(C=C1)C(N1CCNCC1)C1=CC=CC=C1)F (1-((4-difluoromethoxyphenyl)phenylmethyl)piperazine). The solvent is CO (methanol). Reported procedure: 3.45 g of 4-(2,3-epoxypropoxy)-1H-indole-2-carboxamide and 4.70 g of 1-((4-difluoromethoxyphenyl)phenylmethyl)piperazine are dissolved at 40° C. in 75 ml of methanol. The mixture is then concentrated to dryness in vacuo, the syrupy residue is heated at 80° C. for 15 minutes and, after cooling, the solidified product is triturated with hexane and filtered off with suction. Conditions: temperature 80 celsius. The product is FC(OC1=CC=C(C=C1)C(N1CCN(CC1)CC(COC1=C2C=C(NC2=CC=C1)C(=O)N)O)C1=CC=CC=C1)F (4-(3-(4-((4-Difluoromethoxyphenyl)phenylmethyl)piperazin-1-yl)-2-hydroxypropoxy)-1H-indole-2-carboxamide). RXN SMILES: [O:1]1[CH2:17][CH:2]1[CH2:3][O:4][C:5]1[CH:13]=[CH:12][CH:11]=[C:10]2[C:6]=1[CH:7]=[C:8]([C:14]([NH2:16])=[O:15])[NH:9]2.[F:18][CH:19]([F:40])[O:20][C:21]1[CH:26]=[CH:25][C:24]([CH:27]([C:34]2[CH:39]=[CH:38][CH:37]=[CH:36][CH:35]=2)[N:28]2[CH2:33][CH2:32][NH:31][CH2:30][CH2:29]2)=[CH:23][CH:22]=1>CO>[F:40][CH:19]([F:18])[O:20][C:21]1[CH:22]=[CH:23][C:24]([CH:27]([C:34]2[CH:35]=[CH:36][CH:37]=[CH:38][CH:39]=2)[N:28]2[CH2:33][CH2:32][N:31]([CH2:17][CH:2]([OH:1])[CH2:3][O:4][C:5]3[CH:13]=[CH:12][CH:11]=[C:10]4[C:6]=3[CH:7]=[C:8]([C:14]([NH2:16])=[O:15])[NH:9]4)[CH2:30][CH2:29]2)=[CH:25][CH:26]=1. Starting materials: OCCC1NCCCC1 (2-(2-hydroxyethyl)piperidine), Cl (hydrogen chloride). Yields the product Cl.ClCCC1NCCCC1 (2-(2-Chloroethyl)piperidine Hydrochloride). Isolated yield 46.0%. As a reaction SMILES: O[CH2:2][CH2:3][CH:4]1[CH2:9][CH2:8][CH2:7][CH2:6][NH:5]1.[ClH:10]>>[ClH:10].[Cl:10][CH2:2][CH2:3][CH:4]1[CH2:9][CH2:8][CH2:7][CH2:6][NH:5]1 |f:2.3|. Reported procedure: A 27.2 g (0.2 mole) sample of 2-(2-hydroxyethyl)piperidine was treated with ethereal hydrogen chloride and the salt was dried briefly. The solid was dissolved in 125 mL of warm chloroform and then 33.5 mL (0.46) of thionyl chloride was added in portions to the solution. The mixture was refluxed for 2.5 hr. The reaction mixture was cooled to room temperature, and the solvent evaporated in vacuo to a brown solid. The solid was recrystallized from ethanol-ether to give 17 g (46% yield) of the title... Reactants: CCOC(=O)CCCCOc1ccc2[nH]c(=O)c(C)nc2c1, CO, O. Product: Cc1nc2cc(OCCCCC(=O)O)ccc2[nH]c1=O. RXN SMILES: [CH3:1][c:2]1[c:3](=[O:22])[nH:4][c:5]2[cH:6][cH:7][c:8]([O:12][CH2:13][CH2:14][CH2:15][CH2:16][C:17](=[O:18])[O:19][CH2:20][CH3:21])[cH:9][c:10]2[n:11]1.[CH3:24][OH:25].[OH2:23]>>[CH3:1][c:2]1[c:3](=[O:22])[nH:4][c:5]2[cH:6][cH:7][c:8]([O:12][CH2:13][CH2:14][CH2:15][CH2:16][C:17](=[O:18])[OH:19])[cH:9][c:10]2[n:11]1.